Dataset: the Open Reaction Database (ORD), a public repository of structured organic reaction records. Task: describe an organic reaction: reactants, conditions, products, and yield Starting materials: O=C(O)CCCBr, CN(C)C=O, CCN=C=NCCCN(C)C, Cl, COC(=O)c1ccc2nc(C)n(Cc3ccc(N)cc3Cl)c2n1, O, On1nnc2ccccc21. Product: COC(=O)c1ccc2nc(C)n(Cc3ccc(NC(=O)CCCBr)cc3Cl)c2n1. RXN SMILES: [Br:34][CH2:35][CH2:36][CH2:37][C:38](=[O:39])[OH:40].[CH3:42][N:43]([CH3:44])[CH:45]=[O:46].[CH3:48][N:49]([CH3:50])[CH2:51][CH2:52][CH2:53][N:54]=[C:55]=[N:56][CH2:57][CH3:58].[ClH:47].[NH2:1][c:2]1[cH:3][c:4]([Cl:23])[c:5]([CH2:6][n:7]2[c:8]([CH3:20])[n:9][c:10]3[c:11]2[n:12][c:13]([C:16](=[O:17])[O:18][CH3:19])[cH:14][cH:15]3)[cH:21][cH:22]1.[OH2:41].[OH:24][n:25]1[c:26]2[cH:27][cH:28][cH:29][cH:30][c:31]2[n:32][n:33]1>>[NH:1]([c:2]1[cH:3][c:4]([Cl:23])[c:5]([CH2:6][n:7]2[c:8]([CH3:20])[n:9][c:10]3[c:11]2[n:12][c:13]([C:16](=[O:17])[O:18][CH3:19])[cH:14][cH:15]3)[cH:21][cH:22]1)[C:38]([CH2:37][CH2:36][CH2:35][Br:34])=[O:39]. As a reaction SMILES: [B:14]([Br:15])([Br:16])[Br:17].[Br:1][c:2]1[cH:3][c:4]([CH:11]([CH3:12])[CH3:13])[c:5]([O:9][CH3:10])[c:6]([F:8])[cH:7]1.[Cl:18][CH2:19][Cl:20]>>[Br:1][c:2]1[cH:3][c:4]([CH:11]([CH3:12])[CH3:13])[c:5]([OH:9])[c:6]([F:8])[cH:7]1. Yields the product CC(C)c1cc(Br)cc(F)c1O. Starting materials: BrB(Br)Br, COc1c(F)cc(Br)cc1C(C)C, ClCCl. Starting materials: BrB(C1=CC=CC=C1)C1=CC=CC=C1 (Bromodiphenylborane), O1CCCC1 (tetrahydrofuran), O1CCCC1 (tetrahydrofuran), BrB(C1=CC=CC=C1)C1=CC=CC=C1 (bromodiphenylborane). Yields the product O1CCCC1.BrB(C1=CC=CC=C1)C1=CC=CC=C1 (tetrahydrofuran bromodiphenylborane). As a reaction SMILES: [Br:1][B:2]([C:9]1[CH:14]=[CH:13][CH:12]=[CH:11][CH:10]=1)[C:3]1[CH:8]=[CH:7][CH:6]=[CH:5][CH:4]=1.[O:15]1[CH2:19][CH2:18][CH2:17][CH2:16]1>>[O:15]1[CH2:19][CH2:18][CH2:17][CH2:16]1.[Br:1][B:2]([C:9]1[CH:10]=[CH:11][CH:12]=[CH:13][CH:14]=1)[C:3]1[CH:8]=[CH:7][CH:6]=[CH:5][CH:4]=1 |f:2.3|. Procedure: Bromodiphenylborane was dissolved in the amount of 7.4 milliliters (40 millimoles) in 40 milliliters of tetrahydrofuran in the following manner: The bromodiphenylborane was cooled to -78° C. and tetrahydrofuran was added. On warming, a reaction took place producing a solid tetrahydrofuran/bromodiphenylborane adduct. This product dissolves as the solution warms further toward room temperature, with stirring, yielding a clear solution. Thereafter, 56.3 milliliters of 0.71 molar dibutylmagnesium in... The reactants are C(C)(C)(C)OC(=O)N1N=C(C2=CC=CC=C12)CC1C(N(C2=C(N(C1=O)CC(=O)N(C1=CC=CC=C1)C(C)C)C=CC=C2)C2=CC=CC=C2)=O (2-[3-(1-tert-butoxycarbonyl-1H-indazol-3-ylmethyl)-2,4-dioxo-5-phenyl-2,3,4,5-tetrahydro-benzo[b][1,4]diazepin-1-yl]-N-isopropyl-N-phenyl-acetamide), Intermediate 68, C(=O)(C(F)(F)F)O (TFA). Solvent: C(Cl)(Cl)Cl (CHCl3). Reaction conditions: time 6 hour. The product is N1N=C(C2=CC=CC=C12)CC1C(N(C2=C(N(C1=O)CC(=O)N(C1=CC=CC=C1)C(C)C)C=CC=C2)C2=CC=CC=C2)=O (2-[3-(1H-indazol-3-ylmethyl)-2,4-dioxo-5-phenyl-2,3,4,5-tetrahydro-benzo[b][1,4]diazepin-1-yl]-N-isopropyl-N-phenyl-acetamide). Yield: 70.8%. RXN SMILES: C(OC([N:8]1[C:16]2[C:11](=[CH:12][CH:13]=[CH:14][CH:15]=2)[C:10]([CH2:17][CH:18]2[C:24](=[O:25])[N:23]([CH2:26][C:27]([N:29]([CH:36]([CH3:38])[CH3:37])[C:30]3[CH:35]=[CH:34][CH:33]=[CH:32][CH:31]=3)=[O:28])[C:22]3[CH:39]=[CH:40][CH:41]=[CH:42][C:21]=3[N:20]([C:43]3[CH:48]=[CH:47][CH:46]=[CH:45][CH:44]=3)[C:19]2=[O:49])=[N:9]1)=O)(C)(C)C.C(O)(C(F)(F)F)=O>C(Cl)(Cl)Cl>[NH:8]1[C:16]2[C:11](=[CH:12][CH:13]=[CH:14][CH:15]=2)[C:10]([CH2:17][CH:18]2[C:24](=[O:25])[N:23]([CH2:26][C:27]([N:29]([CH:36]([CH3:38])[CH3:37])[C:30]3[CH:35]=[CH:34][CH:33]=[CH:32][CH:31]=3)=[O:28])[C:22]3[CH:39]=[CH:40][CH:41]=[CH:42][C:21]=3[N:20]([C:43]3[CH:44]=[CH:45][CH:46]=[CH:47][CH:48]=3)[C:19]2=[O:49])=[N:9]1. Procedure: 400 mg of 2-[3-(1-tert-butoxycarbonyl-1H-indazol-3-ylmethyl)-2,4-dioxo-5-phenyl-2,3,4,5-tetrahydro-benzo[b][1,4]diazepin-1-yl]-N-isopropyl-N-phenyl-acetamide, prepared as in Intermediate 68, is dissolved in 10 mL of CHCl3 and 5 mL of TFA is added. The reaction mixture is stirred for 6 h and the solvents were removed in vacuo and the residue is purified by flash column chromatography on silica gel (MeOH 1%:CHCl3 99%) to afford 240 mg of the title compound: 1H NMR (400 MHz, CDCl3) δ7.93 (d, 1H, J=... The reactants are CCCCCCCCCCCCCCCCCCO, Cl, O. Product: CCCCCCCCCCCCCCCCCCCl. Reaction SMILES: [CH2:1]([CH2:2][CH2:3][CH2:4][CH2:5][CH2:6][CH2:7][CH2:8][CH2:9][CH2:10][CH2:11][CH2:12][CH2:13][CH2:14][CH2:15][CH2:16][CH2:17][CH3:18])[OH:19].[ClH:20].[OH2:21]>>[CH2:1]([CH2:2][CH2:3][CH2:4][CH2:5][CH2:6][CH2:7][CH2:8][CH2:9][CH2:10][CH2:11][CH2:12][CH2:13][CH2:14][CH2:15][CH2:16][CH2:17][CH3:18])[Cl:20]. Starting materials: O=C1CCC(c2cccc(F)c2)(c2cccc(F)c2)C2CN(Cc3ccccc3)CC12, CC(C)OC(C)C, C=COC(=O)Cl, ClCCCl. Product: C=COC(=O)N1CC2C(=O)CCC(c3cccc(F)c3)(c3cccc(F)c3)C2C1. RXN SMILES: [CH2:1]([c:2]1[cH:3][cH:4][cH:5][cH:6][cH:7]1)[N:8]1[CH2:9][CH:10]2[C:11]([c:18]3[cH:19][c:20]([F:24])[cH:21][cH:22][cH:23]3)([c:25]3[cH:26][c:27]([F:31])[cH:28][cH:29][cH:30]3)[CH2:12][CH2:13][C:14](=[O:17])[CH:15]2[CH2:16]1.[CH:42]([O:43][CH:44]([CH3:45])[CH3:46])([CH3:47])[CH3:48].[Cl:32][C:33](=[O:34])[O:35][CH:36]=[CH2:37].[Cl:38][CH2:39][CH2:40][Cl:41]>>[N:8]1([C:33](=[O:34])[O:35][CH:36]=[CH2:37])[CH2:9][CH:10]2[C:11]([c:18]3[cH:19][c:20]([F:24])[cH:21][cH:22][cH:23]3)([c:25]3[cH:26][c:27]([F:31])[cH:28][cH:29][cH:30]3)[CH2:12][CH2:13][C:14](=[O:17])[CH:15]2[CH2:16]1. Reactants: BrC=1C(=NC=C(C(=O)N[C@@H]2[C@@H](CCCC2)O)C1)OCC(F)(F)F (5-Bromo-N-((1S,2R)-2-hydroxy-cyclohexyl)-6-(2,2,2-trifluoro-ethoxy)-nicotinamide), ClC=1C=C(C=CC1Cl)B(O)O (3,4-dichlorophenylboronic acid), C([O-])([O-])=O.[Na+].[Na+] (sodium carbonate). The reagents and catalysts are Cl[Pd]Cl.C1(=CC=CC=C1)P([C-]1C=CC=C1)C1=CC=CC=C1.[C-]1(C=CC=C1)P(C1=CC=CC=C1)C1=CC=CC=C1.[Fe+2].C(Cl)Cl ([1,1′-bis(diphenylphosphino)ferrocene]-dichloropalladium(II) CH2Cl2). Run in CN(C)C=O (DMF), C1(=CC=CC=C1)C (toluene). Reaction conditions: temperature 90 celsius. Product: ClC=1C=C(C=CC1Cl)C=1C(=NC=C(C(=O)N[C@@H]2[C@@H](CCCC2)O)C1)OCC(F)(F)F (5-(3,4-Dichloro-phenyl)-N-((1S,2R)-2-hydroxy-cyclohexyl)-6-(2,2,2-trifluoro-ethoxy)-nicotinamide). Isolated yield 67.8%. Reaction SMILES: Br[C:2]1[C:3]([O:18][CH2:19][C:20]([F:23])([F:22])[F:21])=[N:4][CH:5]=[C:6]([CH:17]=1)[C:7]([NH:9][C@H:10]1[CH2:15][CH2:14][CH2:13][CH2:12][C@H:11]1[OH:16])=[O:8].[Cl:24][C:25]1[CH:26]=[C:27](B(O)O)[CH:28]=[CH:29][C:30]=1[Cl:31].C(=O)([O-])[O-].[Na+].[Na+]>C1(C)C=CC=CC=1.CN(C=O)C.Cl[Pd]Cl.C1(P(C2C=CC=CC=2)[C-]2C=CC=C2)C=CC=CC=1.[C-]1(P(C2C=CC=CC=2)C2C=CC=CC=2)C=CC=C1.[Fe+2].C(Cl)Cl>[Cl:24][C:25]1[CH:26]=[C:27]([C:2]2[C:3]([O:18][CH2:19][C:20]([F:23])([F:22])[F:21])=[N:4][CH:5]=[C:6]([CH:17]=2)[C:7]([NH:9][C@H:10]2[CH2:15][CH2:14][CH2:13][CH2:12][C@H:11]2[OH:16])=[O:8])[CH:28]=[CH:29][C:30]=1[Cl:31] |f:2.3.4,7.8.9.10.11|. Reported procedure: 5-Bromo-N-((1S,2R)-2-hydroxy-cyclohexyl)-6-(2,2,2-trifluoro-ethoxy)-nicotinamide (42.0 g, 106 mmol) was dissolved in toluene (1900 mL) and DMF (100 mL). To this solution was added with stirring [1,1′-bis(diphenylphosphino)ferrocene]-dichloropalladium(II) CH2Cl2 (0.9 g, 1.06 mmol), 3,4-dichlorophenylboronic acid (20.2 g, 106 mmol) and sodium carbonate solution (2M, 106 mL). This mixture was heated to 90° C. for 2 h, cooled to room temperature and partitioned between ethyl acetate (1000 mL) and wa... The reactants are COC(=O)c1ccc2cc(C=O)ccc2c1, CC(SC(CO)CO)C(O)(Cn1cncn1)c1ccc(F)cc1F, C1CCOC1, O, Cc1ccc(S(=O)(=O)O)cc1. Yields the product COC(=O)c1ccc2cc(C3OCC(SC(C)C(O)(Cn4cncn4)c4ccc(F)cc4F)CO3)ccc2c1. RXN SMILES: [CH:1](=[O:2])[c:3]1[cH:4][c:5]2[cH:6][cH:7][c:8]([C:13](=[O:14])[O:15][CH3:16])[cH:9][c:10]2[cH:11][cH:12]1.[F:17][c:18]1[c:19]([C:25]([CH2:26][n:27]2[n:28][cH:29][n:30][cH:31]2)([CH:32]([CH3:33])[S:34][CH:35]([CH2:36][OH:37])[CH2:38][OH:39])[OH:40])[cH:20][cH:21][c:22]([F:24])[cH:23]1.[O:53]1[CH2:54][CH2:55][CH2:56][CH2:57]1.[OH2:41].[c:42]1([CH3:43])[cH:44][cH:45][c:46]([S:47]([OH:48])(=[O:49])=[O:50])[cH:51][cH:52]1>>[CH:1]1([c:3]2[cH:4][c:5]3[cH:6][cH:7][c:8]([C:13](=[O:14])[O:15][CH3:16])[cH:9][c:10]3[cH:11][cH:12]2)[O:37][CH2:36][CH:35]([S:34][CH:32]([C:25]([c:19]2[c:18]([F:17])[cH:23][c:22]([F:24])[cH:21][cH:20]2)([CH2:26][n:27]2[n:28][cH:29][n:30][cH:31]2)[OH:40])[CH3:33])[CH2:38][O:39]1. The reactants are O=C([O-])[O-], COCCOC, [Na+], [Na+], O, OB(O)c1ccccc1, CC(=O)c1cc(C)cc(Br)c1O. Product: CC(=O)c1cc(C)cc(-c2ccccc2)c1O. RXN SMILES: [C:22](=[O:23])([O-:24])[O-:25].[CH3:28][O:29][CH2:30][CH2:31][O:32][CH3:33].[Na+:26].[Na+:27].[OH2:34].[OH:13][B:14]([OH:15])[c:16]1[cH:17][cH:18][cH:19][cH:20][cH:21]1.[OH:1][c:2]1[c:3]([C:10]([CH3:11])=[O:12])[cH:4][c:5]([CH3:9])[cH:6][c:7]1[Br:8]>>[OH:1][c:2]1[c:3]([C:10]([CH3:11])=[O:12])[cH:4][c:5]([CH3:9])[cH:6][c:7]1-[c:16]1[cH:17][cH:18][cH:19][cH:20][cH:21]1. Reactants: C1COCCO1, Cn1cnc(-c2cccc(I)c2)c1-c1cc2c(S(C)(=O)=O)ncnc2s1, N. The product is Cn1cnc(-c2cccc(I)c2)c1-c1cc2c(N)ncnc2s1. As a reaction SMILES: [CH2:28]1[O:29][CH2:30][CH2:31][O:32][CH2:33]1.[I:1][c:2]1[cH:3][c:4](-[c:8]2[n:9][cH:10][n:11]([CH3:26])[c:12]2-[c:13]2[cH:14][c:15]3[c:16]([n:17][cH:18][n:19][c:20]3[S:21]([CH3:22])(=[O:23])=[O:24])[s:25]2)[cH:5][cH:6][cH:7]1.[NH3:27]>>[I:1][c:2]1[cH:3][c:4](-[c:8]2[n:9][cH:10][n:11]([CH3:26])[c:12]2-[c:13]2[cH:14][c:15]3[c:16]([n:17][cH:18][n:19][c:20]3[NH2:27])[s:25]2)[cH:5][cH:6][cH:7]1.